Dataset: the Open Reaction Database (ORD), a public repository of structured organic reaction records. Task: describe an organic reaction: reactants, conditions, products, and yield Starting materials: CO, CC(=O)NCC1CN(c2ccc(N3CCN(C(=O)CO)CC3)c(F)c2)C(=O)O1, [Mg]. RXN SMILES: [CH3:30][OH:31].[F:1][c:2]1[cH:3][c:4]([N:18]2[C:19](=[O:28])[O:20][CH:21]([CH2:23][NH:24][C:25]([CH3:26])=[O:27])[CH2:22]2)[cH:5][cH:6][c:7]1[N:8]1[CH2:9][CH2:10][N:11]([C:14]([CH2:15][OH:16])=[O:17])[CH2:12][CH2:13]1.[Mg:29]>>[F:1][c:2]1[cH:3][c:4]([N:18]2[C:19](=[O:28])[O:20][CH:21]([CH2:23][NH+:24]([C:25]([CH3:26])=[O:27])[O-:31])[CH2:22]2)[cH:5][cH:6][c:7]1[N:8]1[CH2:9][CH2:10][N:11]([C:14]([CH2:15][OH:16])=[O:17])[CH2:12][CH2:13]1. The product is CC(=O)[NH+]([O-])CC1CN(c2ccc(N3CCN(C(=O)CO)CC3)c(F)c2)C(=O)O1. Starting materials: CC(=O)C1=CCCCC1, CCO, Cl, Fc1ccc2c(c1)C=NCC2, O. The product is O=C1CC2c3cc(F)ccc3CCN2C2CCCCC12. As a reaction SMILES: [CH3:13][C:14](=[O:15])[C:16]1=[CH:17][CH2:18][CH2:19][CH2:20][CH2:21]1.[CH3:23][CH2:24][OH:25].[ClH:1].[F:2][c:3]1[cH:4][cH:5][c:6]2[c:11]([cH:12]1)[CH:10]=[N:9][CH2:8][CH2:7]2.[OH2:22]>>[F:2][c:3]1[cH:4][cH:5][c:6]2[c:11]([cH:12]1)[CH:10]1[N:9]([CH2:8][CH2:7]2)[CH:17]2[CH:16]([C:14](=[O:15])[CH2:13]1)[CH2:21][CH2:20][CH2:19][CH2:18]2. Reactants: N#CCC(=O)O, CN(C)C=O, CC(C)Nc1ccc2nc(S)sc2c1, O=C(Cl)C(=O)Cl, ClCCl, c1ccncc1. Yields the product CC(C)N(C(=O)CC#N)c1ccc2nc(S)sc2c1. Reaction SMILES: [C:1](#[N:2])[CH2:3][C:4](=[O:5])[OH:6].[CH3:7][N:8]([CH3:9])[CH:10]=[O:11].[CH:18]([CH3:19])([CH3:20])[NH:21][c:22]1[cH:23][c:24]2[c:25]([n:26][c:27]([SH:29])[s:28]2)[cH:30][cH:31]1.[Cl:12][C:13]([C:14]([Cl:15])=[O:16])=[O:17].[Cl:32][CH2:33][Cl:34].[cH:35]1[cH:36][cH:37][n:38][cH:39][cH:40]1>>[C:1](#[N:2])[CH2:3][C:4](=[O:6])[N:21]([CH:18]([CH3:19])[CH3:20])[c:22]1[cH:23][c:24]2[c:25]([n:26][c:27]([SH:29])[s:28]2)[cH:30][cH:31]1. Reaction SMILES: [C:1]([CH:2]1[O:6][C:7]([c:11]2[cH:12][cH:13][cH:14][cH:15][cH:16]2)([CH:17]2[CH2:18][C:19]([F:22])([F:23])[CH2:20][CH2:21]2)[C:8](=[O:10])[O:9]1)([CH3:3])([CH3:4])[CH3:5].[CH3:26][OH:27].[Na+:25].[OH-:24]>>[OH:6][C:7]([C:8](=[O:9])[OH:10])([c:11]1[cH:12][cH:13][cH:14][cH:15][cH:16]1)[CH:17]1[CH2:18][C:19]([F:22])([F:23])[CH2:20][CH2:21]1. Starting materials: CC(C)(C)C1OC(=O)C(c2ccccc2)(C2CCC(F)(F)C2)O1, CO, [Na+], [OH-]. The product is O=C(O)C(O)(c1ccccc1)C1CCC(F)(F)C1. Reactants: CC(C)Nc1ncc(-c2cc(Br)c3nncn3c2)s1, Cc1ccccc1, CCO, OB(O)c1ccccc1F, [K+], [K+], [K+], O=P([O-])([O-])[O-], c1ccc(P(c2ccccc2)(c2ccccc2)[Pd](P(c2ccccc2)(c2ccccc2)c2ccccc2)(P(c2ccccc2)(c2ccccc2)c2ccccc2)P(c2ccccc2)(c2ccccc2)c2ccccc2)cc1. Product: CC(C)Nc1ncc(-c2cc(-c3ccccc3F)c3nncn3c2)s1. Reaction SMILES: [Br:1][c:2]1[c:3]2[n:4]([cH:5][c:6](-[c:8]3[cH:9][n:10][c:11]([NH:13][CH:14]([CH3:15])[CH3:16])[s:12]3)[cH:7]1)[cH:17][n:18][n:19]2.[CH3:38][c:39]1[cH:40][cH:41][cH:42][cH:43][cH:44]1.[CH3:45][CH2:46][OH:47].[F:20][c:21]1[c:22]([B:27]([OH:28])[OH:29])[cH:23][cH:24][cH:25][cH:26]1.[K+:35].[K+:36].[K+:37].[P:30]([O-:31])([O-:32])([O-:33])=[O:34].[cH:48]1[cH:49][cH:50][c:51]([P:52]([Pd:53]([P:54]([c:55]2[cH:56][cH:57][cH:58][cH:59][cH:60]2)([c:61]2[cH:62][cH:63][cH:64][cH:65][cH:66]2)[c:67]2[cH:68][cH:69][cH:70][cH:71][cH:72]2)([P:73]([c:74]2[cH:75][cH:76][cH:77][cH:78][cH:79]2)([c:80]2[cH:81][cH:82][cH:83][cH:84][cH:85]2)[c:86]2[cH:87][cH:88][cH:89][cH:90][cH:91]2)[P:92]([c:93]2[cH:94][cH:95][cH:96][cH:97][cH:98]2)([c:99]2[cH:100][cH:101][cH:102][cH:103][cH:104]2)[c:105]2[cH:106][cH:107][cH:108][cH:109][cH:110]2)([c:111]2[cH:112][cH:113][cH:114][cH:115][cH:116]2)[c:117]2[cH:118][cH:119][cH:120][cH:121][cH:122]2)[cH:123][cH:124]1>>[c:2]1(-[c:22]2[c:21]([F:20])[cH:26][cH:25][cH:24][cH:23]2)[c:3]2[n:4]([cH:5][c:6](-[c:8]3[cH:9][n:10][c:11]([NH:13][CH:14]([CH3:15])[CH3:16])[s:12]3)[cH:7]1)[cH:17][n:18][n:19]2. Product: Cl.N1C=C(C2=CC=CC=C12)C1CCN(CC1)CCCN(C)C ((3-(4-Indol-3-ylpiperidyl)propyl)dimethylamine Hydrochloride). Solvent: C(C)#N (acetonitrile). The reactants are N1C=C(C2=CC=CC=C12)C1CCNCC1 (4-(3-indolyl)piperidine), Cl.CN(CCCCl)C (3-dimethylaminopropyl chloride hydrochloride), C([O-])([O-])=O.[K+].[K+] (potassium carbonate), [I-].[Na+] (sodium iodide). Yield: 74.6%. RXN SMILES: [NH:1]1[C:9]2[C:4](=[CH:5][CH:6]=[CH:7][CH:8]=2)[C:3]([CH:10]2[CH2:15][CH2:14][NH:13][CH2:12][CH2:11]2)=[CH:2]1.Cl.[CH3:17][N:18]([CH3:23])[CH2:19][CH2:20][CH2:21][Cl:22].C(=O)([O-])[O-].[K+].[K+].[I-].[Na+]>C(#N)C>[ClH:22].[NH:1]1[C:9]2[C:4](=[CH:5][CH:6]=[CH:7][CH:8]=2)[C:3]([CH:10]2[CH2:15][CH2:14][N:13]([CH2:21][CH2:20][CH2:19][N:18]([CH3:23])[CH3:17])[CH2:12][CH2:11]2)=[CH:2]1 |f:1.2,3.4.5,6.7,9.10|. Procedure details: To a suspended solution of 4-(3-indolyl)piperidine (1.0 g, 5.0 mmol) and a 96% 3-dimethylaminopropyl chloride hydrochloride (0.91 g, 5.5 mmol) in acetonitrile (50 mL) was added potassium carbonate (2.07 g, 15 mmol) and sodium iodide (0.82 g, 5.5 mmol), and the resulting mixture was refluxed for 5 hours. After the precipitated salt was filtered off, the filtrate was concentrated, and water (40 mL) was added to the filtrate and the mixture was extracted with chloroform. After drying over anhydrous... Starting materials: [N+](=O)([O-])C=1C=C(C=O)C=CC1 (3-Nitrobenzaldehyde), Cl (hydrochloric acid), C(CC(=O)O)(=O)O (malonic acid), N1CCCCC1 (piperidine). Solvent: O (water), N1=CC=CC=C1 (pyridine). Reaction conditions: temperature 80 celsius. Yields the product [N+](=O)([O-])C=1C=C(C=CC(=O)O)C=CC1 (3-nitrocinnamic acid). RXN SMILES: [N+:1]([C:4]1[CH:5]=[C:6]([CH:9]=[CH:10][CH:11]=1)[CH:7]=O)([O-:3])=[O:2].C(O)(=O)[CH2:13][C:14]([OH:16])=[O:15].N1CCCCC1.Cl>O.N1C=CC=CC=1>[N+:1]([C:4]1[CH:5]=[C:6]([CH:9]=[CH:10][CH:11]=1)[CH:7]=[CH:13][C:14]([OH:16])=[O:15])([O-:3])=[O:2]. Procedure details: 30 g. 3-Nitrobenzaldehyde and 30 g. malonic acid were heated in 60 ml. pyridine at a maximum temperature of 50° C. until a clear solution was obtained. Subsequently, 3 ml. piperidine were added thereto and the solution was heated for 1 hour at 80° C. Thereafter, it was heated under reflux for 3 hours. The solution was then poured into 400 ml. water which contained 50 ml. concentrated hydrochloric acid. The precipitated solid material was filtered off and washed with water. It was subsequently di... The reactants are CC(=O)O, [Cu+2], NNc1nc(F)c(F)cc1F, O, O=S(=O)([O-])[O-]. Product: Fc1cnc(F)c(F)c1. RXN SMILES: [CH3:12][C:13](=[O:14])[OH:15].[Cu+2:21].[F:1][c:2]1[n:3][c:4]([NH:10][NH2:11])[c:5]([F:9])[cH:6][c:7]1[F:8].[OH2:22].[S:16]([O-:17])([O-:18])(=[O:19])=[O:20]>>[F:1][c:2]1[n:3][cH:4][c:5]([F:9])[cH:6][c:7]1[F:8]. Reactants: P(O)(O)O.C(C)(C)(C)OC(CN)=O (glycine tert-butyl ester phosphite), P(O)(O)(O)=O (phosphoric acid), C1C(CC2=CC=CC=C12)=O (2-Indanone), C(#N)[BH3-].[Na+] (sodium cyanoborohydride). Solvent: O (water), CO (methanol), O (water). The product is C(C)(C)(C)OC(CNC1CC2=CC=CC=C2C1)=O ((indan-2-yl)glycine tert-butyl ester). The yield is 62.8%. As a reaction SMILES: [CH2:1]1[C:9]2[C:4](=[CH:5][CH:6]=[CH:7][CH:8]=2)[CH2:3][C:2]1=O.P(O)(O)O.[C:15]([O:19][C:20](=[O:23])[CH2:21][NH2:22])([CH3:18])([CH3:17])[CH3:16].C([BH3-])#N.[Na+].P(=O)(O)(O)O>CO.O>[C:15]([O:19][C:20](=[O:23])[CH2:21][NH:22][CH:2]1[CH2:3][C:4]2[C:9](=[CH:8][CH:7]=[CH:6][CH:5]=2)[CH2:1]1)([CH3:18])([CH3:17])[CH3:16] |f:1.2,3.4|. Reported procedure: 2-Indanone (40 g) is dissolved in 300 ml of methanol, 78 g of glycine tert-butyl ester phosphite and 150 g of water are added, and then 23 g of sodium cyanoborohydride is added over 15 minutes with ice cooling and stirring. The resulting mixture is further stirred at room temperature for 4 hours. To the reaction mixture, 400 ml of 20% phosphoric acid is added portionwise over an hour, 200 ml of water is then added, the mixture is stirred for 30 minutes and then extracted with 800 ml of ethyl eth... Reactants: S(=O)(=O)(Cl)Cl (sulfuryl chloride), COC(=O)C1=NC(=CC(=C1)N)C(F)(F)F (4-amino-6-trifluoromethylpyridine-2-carboxylic acid methyl ester), CCOCC (Et2O). Run in CC#N (CH3CN), CC#N (CH3CN). Run at time 1 hour. The product is NC1=C(C(=NC(=C1)C(F)(F)F)C(=O)O)Cl (4-Amino-3-chloro-6-trifluoromethylpyridine-2-carboxylic Acid). Isolated yield 24.5%. As a reaction SMILES: C[O:2][C:3]([C:5]1[CH:10]=[C:9]([NH2:11])[CH:8]=[C:7]([C:12]([F:15])([F:14])[F:13])[N:6]=1)=[O:4].S(Cl)([Cl:19])(=O)=O.CCOCC>CC#N>[NH2:11][C:9]1[CH:8]=[C:7]([C:12]([F:15])([F:14])[F:13])[N:6]=[C:5]([C:3]([OH:2])=[O:4])[C:10]=1[Cl:19]. Procedure: To a solution containing 4-amino-6-trifluoromethylpyridine-2-carboxylic acid methyl ester (0.75 g, 3.4 mmol) in 5 mL of CH3CN was added dropwise a solution of sulfuryl chloride (0.27 mL, 3.4 mmol) in 1 mL of CH3CN. After stirring at RT for 1 hr, reaction mixture was added to 50 mL of Et2O and washed with aqueous NaHCO3, dried over MgSO4, filtered and concentrated to give a solid. The crude product was purified by chromatography, eluting with 10% ethyl acetate-hexane to give 200 mg of product as ...